This data is from the Open Reaction Database (ORD), a public repository of structured organic reaction records. The task is: describe an organic reaction: reactants, conditions, products, and yield Reactants: OC1=CC=CC=2C=3N(C(=NC12)NC(C1=CN=CC=C1)=O)CCN3 (N-(7-hydroxy-2,3-dihydroimidazo[1,2-c]quinazolin-5-yl)nicotinamide), OC1=CC=CC=2C=3N(C(=NC12)NC(C1=CN=CC=C1)=O)CCN3 (N-(7-hydroxy-2,3-dihydroimidazo[1,2-c]quinazolin-5-yl)nicotinamide), ClCC1=CC=C(C=C1)S(=O)(=O)C (1-(chloromethyl)-4-(methylsulfonyl)benzene). The product is CS(=O)(=O)C1=CC=C(COC2=CC=CC=3C=4N(C(=NC23)NC(C2=CN=CC=C2)=O)CCN4)C=C1 (N-(7-{[4-(methylsulfonyl)benzyl]oxy}-2,3-dihydroimidazo[1,2-c]quinazolin-5-yl)nicotinamide). As a reaction SMILES: [OH:1][C:2]1[C:11]2[N:10]=[C:9]([NH:12][C:13](=[O:20])[C:14]3[CH:19]=[CH:18][CH:17]=[N:16][CH:15]=3)[N:8]3[CH2:21][CH2:22][N:23]=[C:7]3[C:6]=2[CH:5]=[CH:4][CH:3]=1.Cl[CH2:25][C:26]1[CH:31]=[CH:30][C:29]([S:32]([CH3:35])(=[O:34])=[O:33])=[CH:28][CH:27]=1>>[CH3:35][S:32]([C:29]1[CH:30]=[CH:31][C:26]([CH2:25][O:1][C:2]2[C:11]3[N:10]=[C:9]([NH:12][C:13](=[O:20])[C:14]4[CH:19]=[CH:18][CH:17]=[N:16][CH:15]=4)[N:8]4[CH2:21][CH2:22][N:23]=[C:7]4[C:6]=3[CH:5]=[CH:4][CH:3]=2)=[CH:27][CH:28]=1)(=[O:33])=[O:34]. Reported procedure: The procedure used for the preparation of Example 1 was used to prepare the title compound from N-(7-hydroxy-2,3-dihydroimidazo[1,2-c]quinazolin-5-yl)nicotinamide (Intermediate C) and 1-(chloromethyl)-4-(methylsulfonyl)benzene. High vacuum drying at 60° C. gave the title compound (50 mg, 43%): HPLC MS RT=2.05 min, MH+=476.1; 1H NMR (DMSO-d6+2 drops TFA-d) δ: 3.24 (3H, s), 4.28-4.34 (2H, m), 4.59-4.66 (2H, m), 5.62 (2H, s), 7.61 (1H, t), 7.79-7.88 (4H, m), 7.98-8.05 (3H, m), 8.98-9.02 (2H, m), 9.... Reaction conditions: time 24 hour. Reported procedure: To 4,6-dichloro-2-phenylpyrimidine (1.5 g, 6.7 mmol) in acetonitrile (20 mL) was added Cs2CO3 (2.4 g, 7.4 mmol) and 3-hydroxy4-(benzyloxy)benzonitrile (1.5 g, 6.5 mmol). After stirring for 24 hours, water was added to the reaction mixture and the resulting solid was collected by suction filtration to give 2.6 g of 3-[(6-chloro-2-phenylpyrimidin-4-yl)oxy]-4-(benzyloxy)benzonitrile. The reactants are ClC1=NC(=NC(=C1)Cl)C1=CC=CC=C1 (4,6-dichloro-2-phenylpyrimidine), C(=O)([O-])[O-].[Cs+].[Cs+] (Cs2CO3), OC=1C=C(C#N)C=CC1OCC1=CC=CC=C1 (3-hydroxy4-(benzyloxy)benzonitrile), O (water). The product is ClC1=CC(=NC(=N1)C1=CC=CC=C1)OC=1C=C(C#N)C=CC1OCC1=CC=CC=C1 (3-[(6-chloro-2-phenylpyrimidin-4-yl)oxy]-4-(benzyloxy)benzonitrile). Reaction SMILES: Cl[C:2]1[CH:7]=[C:6]([Cl:8])[N:5]=[C:4]([C:9]2[CH:14]=[CH:13][CH:12]=[CH:11][CH:10]=2)[N:3]=1.C([O-])([O-])=O.[Cs+].[Cs+].[OH:21][C:22]1[CH:23]=[C:24]([CH:27]=[CH:28][C:29]=1[O:30][CH2:31][C:32]1[CH:37]=[CH:36][CH:35]=[CH:34][CH:33]=1)[C:25]#[N:26].O>C(#N)C>[Cl:8][C:6]1[N:5]=[C:4]([C:9]2[CH:14]=[CH:13][CH:12]=[CH:11][CH:10]=2)[N:3]=[C:2]([O:21][C:22]2[CH:23]=[C:24]([CH:27]=[CH:28][C:29]=2[O:30][CH2:31][C:32]2[CH:37]=[CH:36][CH:35]=[CH:34][CH:33]=2)[C:25]#[N:26])[CH:7]=1 |f:1.2.3|. Run in C(C)#N (acetonitrile). The yield is 96.7%. The reactants are CO, NCC1CC1, Cl, FC(F)(F)c1ccc2c(c1)C(c1ccccc1Cl)=NCc1nnc(CCl)n1-2, [I-], [K+], [K+], C1CCOC1, [OH-]. Yields the product FC(F)(F)c1ccc2c(c1)C(c1ccccc1Cl)=NCc1nnc(CNCC3CC3)n1-2. RXN SMILES: [CH3:38][OH:39].[CH:4]1([CH2:7][NH2:8])[CH2:5][CH2:6]1.[ClH:3].[F:9][C:10]([c:11]1[cH:12][cH:13][c:14]2[c:15]([cH:33]1)[C:16]([c:26]1[c:27]([Cl:32])[cH:28][cH:29][cH:30][cH:31]1)=[N:17][CH2:18][c:19]1[n:20]-2[c:21]([CH2:24][Cl:25])[n:22][n:23]1)([F:34])[F:35].[I-:37].[K+:2].[K+:36].[O:40]1[CH2:41][CH2:42][CH2:43][CH2:44]1.[OH-:1]>>[CH:4]1([CH2:7][NH:8][CH2:24][c:21]2[n:20]3[c:19]([n:23][n:22]2)[CH2:18][N:17]=[C:16]([c:26]2[c:27]([Cl:32])[cH:28][cH:29][cH:30][cH:31]2)[c:15]2[c:14]-3[cH:13][cH:12][c:11]([C:10]([F:9])([F:34])[F:35])[cH:33]2)[CH2:5][CH2:6]1. Reactants: FC(C1=CC=2N=CNC(C2N=C1)=O)(F)F (7-(trifluoromethyl)pyrido[3,2-d]pyrimidin-4(3H)-one), C1(=CC=CC=C1)C (toluene), CCN(C(C)C)C(C)C (Hunig's base), O=P(Cl)(Cl)Cl (POCl3). The solvent is CCOC(=O)C (EtOAc), O (water). Reaction conditions: temperature 115 celsius. Product: ClC=1C2=C(N=CN1)C=C(C=N2)C(F)(F)F (4-chloro-7-(trifluoromethyl)pyrido[3,2-d]pyrimidine). The yield is 95.5%. Reaction SMILES: [F:1][C:2]([F:15])([F:14])[C:3]1[CH:12]=[N:11][C:10]2[C:9](=O)[NH:8][CH:7]=[N:6][C:5]=2[CH:4]=1.C1(C)C=CC=CC=1.CCN(C(C)C)C(C)C.O=P(Cl)(Cl)[Cl:34]>CCOC(C)=O.O>[Cl:34][C:9]1[C:10]2[N:11]=[CH:12][C:3]([C:2]([F:15])([F:14])[F:1])=[CH:4][C:5]=2[N:6]=[CH:7][N:8]=1. Procedure: A pressure bottle was charged with 7-(trifluoromethyl)pyrido[3,2-d]pyrimidin-4(3H)-one (540 mg, 2.51 mmol), toluene (10.000 mL) and Hunig's base (1.315 mL, 7.53 mmol). POCl3 (0.702 mL, 7.53 mmol) was added, and the bottle was sealed. The mixture was heated to 115° C. for 4 h. After cooling to RT, the mixture was diluted with EtOAc and water, and the layers were separated. The aqueous portion was extracted with additional EtOAc, and the combined organic portions were washed with saturated sodium ... Starting materials: [OH-].[NH4+] (ammonium hydroxide), BrBr (bromine), ClC=1C(=NC=CN1)NNC(=S)NC(OCC)=O (ethyl 2-(3-chloropyrazin-2-yl)hydrazinecarbonothioylcarbamate). Run in O (water), C(Cl)(Cl)Cl (chloroform), C(C)(=O)O (acetic acid), C(C)(=O)O (acetic acid). Conditions: time 80 minute. The product is ClC=1C=2N(C=CN1)C(=NN2)NC(OCC)=O (ethyl 8-chloro-[1,2,4]triazolo[4,3-a]pyrazin-3-ylcarbamate). The yield is 48.6%. Reaction SMILES: BrBr.[Cl:3][C:4]1[C:5]([NH:10][NH:11][C:12]([NH:14][C:15](=[O:19])[O:16][CH2:17][CH3:18])=S)=[N:6][CH:7]=[CH:8][N:9]=1.[OH-].[NH4+]>C(O)(=O)C.O.C(Cl)(Cl)Cl>[Cl:3][C:4]1[C:5]2[N:6]([C:12]([NH:14][C:15](=[O:19])[O:16][CH2:17][CH3:18])=[N:11][N:10]=2)[CH:7]=[CH:8][N:9]=1 |f:2.3|. Reported procedure: A solution of bromine (653 μl, 12.74 mmol) in acetic acid (9 mL) was added to a solution of ethyl 2-(3-chloropyrazin-2-yl)hydrazinecarbonothioylcarbamate (3.523 g, 14.40 mmol) in acetic acid (30 mL) at room temperature and stirred for a further 80 minutes. The mixture was cooled in an ice-bath while 15% ammonium hydroxide solution (180 mL) was added to the reaction mixture, ensuring the reaction temperature remained below 30° C. The mixture was diluted with water (50 mL) and chloroform (120 mL) ... Reactants: CNC(=O)CC=C(C(=O)O)CC(C)C (4-methylaminocarbonyl-2-(2-methylpropyl)but-2-enoic acid), CC(C)=C (isobutylene). Reagents/catalysts: S(O)(O)(=O)=O (sulphuric acid). Solvent: C(Cl)(Cl)Cl (chloroform). Reaction conditions: time 8 day. Yields the product CNC(=O)CC=C(C(=O)OC(C)(C)C)CC(C)C (4-Methylaminocarbonyl-2-(2-methylpropyl)but-2-enoic acid, tert-butyl ester). Isolated yield 81.0%. RXN SMILES: [CH3:1][NH:2][C:3]([CH2:5][CH:6]=[C:7]([CH2:11][CH:12]([CH3:14])[CH3:13])[C:8]([OH:10])=[O:9])=[O:4].[CH3:15][C:16](=[CH2:18])[CH3:17]>C(Cl)(Cl)Cl.S(=O)(=O)(O)O>[CH3:1][NH:2][C:3]([CH2:5][CH:6]=[C:7]([CH2:11][CH:12]([CH3:14])[CH3:13])[C:8]([O:10][C:16]([CH3:18])([CH3:17])[CH3:15])=[O:9])=[O:4]. Procedure details: A suspension of 4-methylaminocarbonyl-2-(2-methylpropyl)but-2-enoic acid (2.4 g) in chloroform (35 ml) was treated with an excess of isobutylene (30 ml) and concentrated sulphuric acid (3 drops) was added as catalyst. The mixture was stirred at room temperature in a sealed vessel for 8 days. The product was purified by silica gel chromatography [chloroformpentane (1:1) as eluant] to give the title compound (2.5 g, 81%), m.p. 35°-36° C. (pentane). Starting materials: FC1=C(C=C2CCCC(C2=C1)=O)OS(=O)(=O)C(F)(F)F (3,4-dihydro-7-fluoro-6-trifluoromethylsulfonyloxy-1(2H)-naphthalenone), FC1=C(C=CC=C1)[Sn](CCCC)(CCCC)CCCC (2-fluorophenyltributyltin). The product is FC1=C(C=C2CCCC(C2=C1)=O)C1=C(C=CC=C1)F (3,4-Dihydro-7-fluoro-6-(2-fluorophenyl)-1(2H)-naphthalenone). The yield is 53.2%. RXN SMILES: [F:1][C:2]1[CH:11]=[C:10]2[C:5]([CH2:6][CH2:7][CH2:8][C:9]2=[O:12])=[CH:4][C:3]=1OS(C(F)(F)F)(=O)=O.[F:21][C:22]1[CH:27]=[CH:26][CH:25]=[CH:24][C:23]=1[Sn](CCCC)(CCCC)CCCC>>[F:1][C:2]1[CH:11]=[C:10]2[C:5]([CH2:6][CH2:7][CH2:8][C:9]2=[O:12])=[CH:4][C:3]=1[C:23]1[CH:24]=[CH:25][CH:26]=[CH:27][C:22]=1[F:21]. Procedure details: Using 1.50 g (4.80 mmol) of 3,4-dihydro-7-fluoro-6-trifluoromethylsulfonyloxy-1(2H)-naphthalenone and 2.22 g (5.78 mmol) of 2-fluorophenyltributyltin, the same reaction as described in Reference Example 1 was carried out to obtain 0.66 g of the above-mentioned compound (yield 53%).